This data is from the Open Reaction Database (ORD), a public repository of structured organic reaction records. The task is: describe an organic reaction: reactants, conditions, products, and yield The reactants are [BH4-], CC(C)(C)c1ccc(C=O)cc1, CO, Cl, NCCc1ccccc1F, [Na+]. Product: CC(C)(C)c1ccc(CNCCc2ccccc2F)cc1. Reaction SMILES: [BH4-:23].[C:1]([CH3:2])([CH3:3])([CH3:4])[c:5]1[cH:6][cH:7][c:8]([CH:9]=[O:10])[cH:11][cH:12]1.[CH3:26][OH:27].[ClH:25].[F:13][c:14]1[c:15]([CH2:20][CH2:21][NH2:22])[cH:16][cH:17][cH:18][cH:19]1.[Na+:24]>>[C:1]([CH3:2])([CH3:3])([CH3:4])[c:5]1[cH:6][cH:7][c:8]([CH2:9][NH:22][CH2:21][CH2:20][c:15]2[c:14]([F:13])[cH:19][cH:18][cH:17][cH:16]2)[cH:11][cH:12]1. Starting materials: CO, COc1cccc(C(=O)O)c1I, O, O=S(=O)(O)O. As a reaction SMILES: [CH3:13][OH:14].[I:1][c:2]1[c:3]([C:4](=[O:5])[OH:6])[cH:7][cH:8][cH:9][c:10]1[O:11][CH3:12].[OH2:20].[S:15](=[O:16])(=[O:17])([OH:18])[OH:19]>>[I:1][c:2]1[c:3]([C:4](=[O:5])[O:6][CH3:13])[cH:7][cH:8][cH:9][c:10]1[O:11][CH3:12]. Product: COC(=O)c1cccc(OC)c1I.